From a dataset of the Open Reaction Database (ORD), a public repository of structured organic reaction records. describe an organic reaction: reactants, conditions, products, and yield The reactants are [C@@H]1([C@H](O)[C@H](O)[C@@H](CO)O1)N1C(=O)NC(=O)C=C1 (uridine), purine nucleoside, N(C1=CC=CC=C1)C1=C2C(=NC=C1)NC=N2 (7-Anilino-3H-imidazo[4,5-b]pyridine), [C@@H]1([C@H](O)[C@H](O)[C@@H](C)O1)N1C(=O)NC(=O)C=C1 (5'-deoxyuridine), [N-]=[N+]=[N-].[K+] (potassium azide). Run in solution. Yields the product N(C1=CC=CC=C1)C1=C2C(=NC=C1)N(C=N2)[C@H]2[C@H](O)[C@H](O)[C@H](O2)C (7-Anilino-3-(5-deoxy-β-D-ribofuranosyl)-3H-imidazo[4,5-b]pyridine). The yield is 77.0%. Reaction SMILES: [NH:1]([C:8]1[CH:13]=[CH:12][N:11]=[C:10]2[NH:14][CH:15]=[N:16][C:9]=12)[C:2]1[CH:7]=[CH:6][CH:5]=[CH:4][CH:3]=1.[C@@H:17]1(N2C=CC(=O)NC2=O)[O:24][C@H:22]([CH3:23])[C@@H:20]([OH:21])[C@H:18]1[OH:19].[N-]=[N+]=[N-].[K+].[C@@H]1(N2C=CC(=O)NC2=O)O[C@H](CO)[C@@H](O)[C@H]1O>>[NH:1]([C:8]1[CH:13]=[CH:12][N:11]=[C:10]2[N:14]([C@@H:17]3[O:24][C@H:22]([CH3:23])[C@@H:20]([OH:21])[C@H:18]3[OH:19])[CH:15]=[N:16][C:9]=12)[C:2]1[CH:7]=[CH:6][CH:5]=[CH:4][CH:3]=1 |f:2.3|. Procedure details: 7-Anilino-3H-imidazo[4,5-b]pyridine (0.8 g, 3.77 mmol) and 5'-deoxyuridine (2 g, 0.87 mmol) were added to a 10 mL solution of 10 mM KxHxPO4, pH 7.4 and 0.04% potassium azide. After mixing, 180 units of uridine phosphorylase and 1800 units of purine nucleoside phosphorylase were added. The reaction was continuously mixed at 35° C. for 6 days. Solids were collected by filtration and recrystallized from boiling ethanol yielding 0.943 g of the 7-anilino-3-(5-deoxy-β-D-ribofuranosyl)-3H-imidazo[4,5-b... Reactants: OC(CCC=1N=C(OC1C)C1=CC=CC=C1)C1=CC=C(C=C1)CCC1C(NC(O1)=O)=O (5-[2-[4-[1-hydroxy-3-(5-methyl-2-phenyl-4-oxazolyl)propyl]phenyl]ethyl]-2,4-oxazolidinedione), O.C1(=CC=C(C=C1)S(=O)(=O)O)C (p-toluenesulfonic acid monohydrate). Run in C1(=CC=CC=C1)C (toluene). Conditions: time 2 hour. Yields the product CC1=C(N=C(O1)C1=CC=CC=C1)CC=CC1=CC=C(C=C1)CCC1C(NC(O1)=O)=O (5-[2-[4-[3-(5-methyl-2-phenyl-4-oxazolyl)-1-propenyl]phenyl]ethyl]-2,4-oxazolidinedione). The yield is 76.7%. RXN SMILES: O[CH:2]([C:17]1[CH:22]=[CH:21][C:20]([CH2:23][CH2:24][CH:25]2[O:29][C:28](=[O:30])[NH:27][C:26]2=[O:31])=[CH:19][CH:18]=1)[CH2:3][CH2:4][C:5]1[N:6]=[C:7]([C:11]2[CH:16]=[CH:15][CH:14]=[CH:13][CH:12]=2)[O:8][C:9]=1[CH3:10].O.C1(C)C=CC(S(O)(=O)=O)=CC=1>C1(C)C=CC=CC=1>[CH3:10][C:9]1[O:8][C:7]([C:11]2[CH:16]=[CH:15][CH:14]=[CH:13][CH:12]=2)=[N:6][C:5]=1[CH2:4][CH:3]=[CH:2][C:17]1[CH:22]=[CH:21][C:20]([CH2:23][CH2:24][CH:25]2[O:29][C:28](=[O:30])[NH:27][C:26]2=[O:31])=[CH:19][CH:18]=1 |f:1.2|. Reported procedure: A mixture of 5-[2-[4-[1-hydroxy-3-(5-methyl-2-phenyl-4-oxazolyl)propyl]phenyl]ethyl]-2,4-oxazolidinedione (0.32 g), p-toluenesulfonic acid monohydrate (p-TsOH.H2O) (0.145 g) and toluene (40 ml) was stirred under refluxing conditions for 2 hours. The reaction mixture was washed with an aqueous solution of sodium hydrogen carbonate and water, dried (MgSO4) and then concentrated under reduced pressure. The residue was purified by silica gel column chromatography. From the fraction eluted with chlor... The reactants are intermediate j, C(C)OC(=O)C1=CC=2C(=NC(=C(C2)OCC)Cl)N1 (6-chloro-5-ethoxy-1H-pyrrolo[2,3-b]pyridine-2-carboxylic acid ethyl ester), CC(C)([O-])C.[K+] (potassium tert-butoxide), C(C)(C)(C)OC(=O)N1S(O[C@H](C1)C)(=O)=O ((S)-5-methyl-2,2-dioxo-[1,2,3]oxathiazolidine-3-carboxylic acid tert-butyl ester). The product is C(C)OC(=O)C1=CC=2C(=NC(=C(C2)OCC)Cl)N1[C@@H](CNC(=O)OC(C)(C)C)C ((R)-1-(2-tert-Butoxycarbonylamino-1-methyl-ethyl)-6-chloro-5-ethoxy-1H-pyrrolo [2,3-b]pyridine-2-carboxylic acid ethyl ester). As a reaction SMILES: [CH2:1]([O:3][C:4]([C:6]1[NH:18][C:9]2=[N:10][C:11]([Cl:17])=[C:12]([O:14][CH2:15][CH3:16])[CH:13]=[C:8]2[CH:7]=1)=[O:5])[CH3:2].CC(C)([O-])C.[K+].[C:25]([O:29][C:30]([N:32]1[CH2:36][C@H:35]([CH3:37])OS1(=O)=O)=[O:31])([CH3:28])([CH3:27])[CH3:26]>>[CH2:1]([O:3][C:4]([C:6]1[N:18]([C@H:35]([CH3:37])[CH2:36][NH:32][C:30]([O:29][C:25]([CH3:28])([CH3:27])[CH3:26])=[O:31])[C:9]2=[N:10][C:11]([Cl:17])=[C:12]([O:14][CH2:15][CH3:16])[CH:13]=[C:8]2[CH:7]=1)=[O:5])[CH3:2] |f:1.2|. Procedure details: This compound was prepared in analogy to example 3, intermediate j) from 6-chloro-5-ethoxy-1H-pyrrolo[2,3-b]pyridine-2-carboxylic acid ethyl ester, potassium tert-butoxide and (S)-5-methyl-2,2-dioxo-[1,2,3]oxathiazolidine-3-carboxylic acid tert-butyl ester. Reactants: CCOC(=O)c1cnn(-c2ccccc2)c1, CO, [Na+], C1CCOC1, [OH-]. Yields the product O=C(O)c1cnn(-c2ccccc2)c1. Reaction SMILES: [CH2:1]([CH3:2])[O:3][C:4](=[O:5])[c:6]1[cH:7][n:8][n:9](-[c:11]2[cH:12][cH:13][cH:14][cH:15][cH:16]2)[cH:10]1.[CH3:19][OH:20].[Na+:18].[O:21]1[CH2:22][CH2:23][CH2:24][CH2:25]1.[OH-:17]>>[O:3]=[C:4]([OH:5])[c:6]1[cH:7][n:8][n:9](-[c:11]2[cH:12][cH:13][cH:14][cH:15][cH:16]2)[cH:10]1. The reactants are S(C)(=O)(=O)OCCC=1OC=CC1 (2-furylethyl mesylate), ice water, COC=1C=C(C=CC1)[C@@]12CC(NC([C@@H]2CCCC1)=O)=O (4a-(m-methoxyphenyl)-1,3-diketo-trans-decahydroisoquinoline), [H-].[Na+] (sodium hydride), CCCCC (pentane). Solvent: CN(C=O)C (dimethylformamide), CN(C=O)C (dimethylformamide), CN(C=O)C (dimethylformamide). Product: O1C(=CC=C1)CCN1C([C@H]2CCCC[C@]2(CC1=O)C1=CC(=CC=C1)OC)=O (N-(2-Furylethyl)-4a-(m-methoxyphenyl)-1,3-diketo-cis-decahydroisoquinoline). RXN SMILES: [CH3:1][O:2][C:3]1[CH:4]=[C:5]([C@@:9]23[CH2:18][CH2:17][CH2:16][CH2:15][C@H:14]2[C:13](=[O:19])[NH:12][C:11](=[O:20])[CH2:10]3)[CH:6]=[CH:7][CH:8]=1.[H-].[Na+].CCCCC.S(O[CH2:33][CH2:34][C:35]1[O:36][CH:37]=[CH:38][CH:39]=1)(=O)(=O)C>CN(C)C=O>[O:36]1[CH:37]=[CH:38][CH:39]=[C:35]1[CH2:34][CH2:33][N:12]1[C:11](=[O:20])[CH2:10][C@@:9]2([C:5]3[CH:6]=[CH:7][CH:8]=[C:3]([O:2][CH3:1])[CH:4]=3)[C@H:14]([CH2:15][CH2:16][CH2:17][CH2:18]2)[C:13]1=[O:19] |f:1.2|. Procedure: A solution of 5.0 g (18.5 mmoles) of 4a-(m-methoxyphenyl)-1,3-diketo-trans-decahydroisoquinoline in 100 ml of anhydrous dimethylformamide was added to a stirred suspension of 1.4 g (28 mmoles) of 50% sodium hydride in mineral oil (washed with pentane) in 75 ml of anhydrous dimethylformamide heated at 50° under nitrogen. The mixture was heated at 90° for 2 hours, then cooled to 35°. A solution of 7.1 g (37 mmoles) of freshly prepared 2-furylethyl mesylate (prepared according ot the procedure of C... Reactants: C(C)(CC)[N-]C=C[N-]C(C)CC.[Li+].[Li+] (dilithium(N,N′-di-sec-butyl-1,2-vinylenediaminide)), Cl[SiH](Cl)Cl (trichlorosilane). Run in CCCCCC (hexane). Run at time 6 hour. Yields the product Cl[SiH]1N(C=CN1C(C)CC)C(C)CC (2-chloro-1,3-di-sec-butyl-1,3-diaza-2-silacyclopent-4-ene). The yield is 42.0%. RXN SMILES: [CH:1]([N-:5][CH:6]=[CH:7][N-:8][CH:9]([CH2:11][CH3:12])[CH3:10])([CH2:3][CH3:4])[CH3:2].[Li+].[Li+].[Cl:15][SiH:16](Cl)Cl>CCCCCC>[Cl:15][SiH:16]1[N:5]([CH:1]([CH2:3][CH3:4])[CH3:2])[CH:6]=[CH:7][N:8]1[CH:9]([CH2:11][CH3:12])[CH3:10] |f:0.1.2|. Procedure details: In an argon atmosphere, a dilithium(N,N′-di-sec-butyl-1,2-vinylenediaminide) solution prepared according to the procedure and reagent quantities described in Reference Example-8 was added to a hexane (150 mL) solution containing 25.00 g (184.6 mmol) of trichlorosilane, and the mixture was stirred at room temperature for 6 hours. Insoluble matters produced were separated by filtration, and the solvent was removed by distillation from the filtrate under atmospheric pressure. The obtained residue w...